Dataset: the Open Reaction Database (ORD), a public repository of structured organic reaction records. Task: describe an organic reaction: reactants, conditions, products, and yield The reactants are CO (methanol), FC1=C(C=C(C=C1)F)[C@@H]1N(CCC1)C=1C=CC=2N(N1)C(=CN2)NC(=O)N2CCCCC2 ((R)—N-(6-(2-(2,5-difluorophenyl)pyrrolidin-1-yl)imidazo[1,2-b]pyridazin-3-yl)piperidine-1-carboxamide), Cl (HCl). The solvent is O1CCOCC1 (dioxane). Reaction conditions: time 30 minute. Yields the product Cl.FC1=C(C=C(C=C1)F)[C@@H]1N(CCC1)C=1C=CC=2N(N1)C(=CN2)NC(=O)N2CCCCC2 ((R)—N-(6-(2-(2,5-difluorophenyl)pyrrolidin-1-yl)imidazo[1,2-b]pyridazin-3-yl)piperidine-1-carboxamide hydrochloride). The yield is 79.0%. RXN SMILES: CO.[F:3][C:4]1[CH:9]=[CH:8][C:7]([F:10])=[CH:6][C:5]=1[C@H:11]1[CH2:15][CH2:14][CH2:13][N:12]1[C:16]1[CH:17]=[CH:18][C:19]2[N:20]([C:22]([NH:25][C:26]([N:28]3[CH2:33][CH2:32][CH2:31][CH2:30][CH2:29]3)=[O:27])=[CH:23][N:24]=2)[N:21]=1.[ClH:34]>O1CCOCC1>[ClH:34].[F:3][C:4]1[CH:9]=[CH:8][C:7]([F:10])=[CH:6][C:5]=1[C@H:11]1[CH2:15][CH2:14][CH2:13][N:12]1[C:16]1[CH:17]=[CH:18][C:19]2[N:20]([C:22]([NH:25][C:26]([N:28]3[CH2:29][CH2:30][CH2:31][CH2:32][CH2:33]3)=[O:27])=[CH:23][N:24]=2)[N:21]=1 |f:4.5|. Reported procedure: To a methanol (1 mL) solution of (R)—N-(6-(2-(2,5-difluorophenyl)pyrrolidin-1-yl)imidazo[1,2-b]pyridazin-3-yl)piperidine-1-carboxamide (4.9 mg, 0.011 mmol) was added HCl as a solution is dioxane (30 μL). After 30 minutes, the reaction was concentrated to provide (R)—N-(6-(2-(2,5-difluorophenyl)pyrrolidin-1-yl)imidazo[1,2-b]pyridazin-3-yl)piperidine-1-carboxamide hydrochloride (4.2 mg, 0.0091 mmol, 79% yield) as a yellow solid. MS (apci) m/z=427.4 (M+H). Product: FC1=C(C(=O)O)C=CC(=C1)\C=C\C1=CC=2C(CCC(C2C=C1CN1N=CC=C1)(C)C)(C)C (2-Fluoro-4-[(E)-2-[5,5,8,8-tetramethyl-3-pyrazol-1-ylmethyl-5,6,7,8-tetrahydro naphthalen-2-yl)vinyl]benzoic acid). Reactants: FC1=C(C(=O)OC)C=CC(=C1)\C=C\C1=CC=2C(CCC(C2C=C1CN1N=CC=C1)(C)C)(C)C (Methyl 2-fluoro-4-[(E)-2-[5,5,8,8-tetramethyl-3-pyrazol-1-ylmethyl-5,6,7,8-tetrahydro-naphthalen-2-yl)vinyl]benzoate), [OH-].[Na+] (sodium hydroxide), [Cl-].[NH4+] (ammonium chloride). Isolated yield 44.1%. Reported procedure: A slurry of 199 mg (0.446 mmol) of Methyl 2-fluoro-4-[(E)-2-[5,5,8,8-tetramethyl-3-pyrazol-1-ylmethyl-5,6,7,8-tetrahydro-naphthalen-2-yl)vinyl]benzoate, 1.5 mL ethanol and 1 mL of 2M aqueous sodium hydroxide was stirred for 16 hours. The mixture was neutralized with aqueous ammonium chloride and extracted with ethyl acetate. The organic layer was then washed with brine, dried over magnesium sulfate and concentrated in vacuo. The resulting 145 mg of residue was triturated in methanol to provide 8... The solvent is C(C)O (ethanol). As a reaction SMILES: [F:1][C:2]1[CH:11]=[C:10](/[CH:12]=[CH:13]/[C:14]2[C:23]([CH2:24][N:25]3[CH:29]=[CH:28][CH:27]=[N:26]3)=[CH:22][C:21]3[C:20]([CH3:31])([CH3:30])[CH2:19][CH2:18][C:17]([CH3:33])([CH3:32])[C:16]=3[CH:15]=2)[CH:9]=[CH:8][C:3]=1[C:4]([O:6]C)=[O:5].[OH-].[Na+].[Cl-].[NH4+]>C(O)C>[F:1][C:2]1[CH:11]=[C:10](/[CH:12]=[CH:13]/[C:14]2[C:23]([CH2:24][N:25]3[CH:29]=[CH:28][CH:27]=[N:26]3)=[CH:22][C:21]3[C:20]([CH3:31])([CH3:30])[CH2:19][CH2:18][C:17]([CH3:33])([CH3:32])[C:16]=3[CH:15]=2)[CH:9]=[CH:8][C:3]=1[C:4]([OH:6])=[O:5] |f:1.2,3.4|. The reactants are O=C(O)CCc1ccccc1Br, ClCCl, CN(C)C=O, O=C(Cl)C(=O)Cl. Yields the product O=C(Cl)CCc1ccccc1Br. RXN SMILES: [Br:1][c:2]1[c:3]([CH2:8][CH2:9][C:10](=[O:11])[OH:12])[cH:4][cH:5][cH:6][cH:7]1.[CH2:24]([Cl:25])[Cl:26].[CH3:19][N:20]([CH3:21])[CH:22]=[O:23].[Cl:13][C:14]([C:15]([Cl:16])=[O:17])=[O:18]>>[Br:1][c:2]1[c:3]([CH2:8][CH2:9][C:10](=[O:12])[Cl:13])[cH:4][cH:5][cH:6][cH:7]1. Reactants: O[C@H](C)[C@@H]1[C@@H]2N(C(=C([C@@H]2C)OP(=O)(C2=CC=CC=C2)C2=CC=CC=C2)C(=O)OCC2=CC=C(C=C2)[N+](=O)[O-])C1=O (4-nitrobenzyl (1R,5R,6S)-6-[(1R)-1-hydroxyethyl]-1-methyl-2-(diphenylphosphoryloxy)-1-carbapen-2-em-3-carboxylate), O[C@@H](CC(=O)N1CCN(CC1)C(=O)OCC1=CC=C(C=C1)[N+](=O)[O-])[C@H]1N(C[C@H](C1)S)C(=O)OCC1=CC=C(C=C1)[N+](=O)[O-] ((2S,4S)-2-[(1S)-1-hydroxy-2-[4-(4-nitrobenzyloxycarbonyl)piperazin-1-ylcarbonyl]ethyl]-4-mercapto-1-(4-nitrobenzyloxycarbonyl)pyrrolidine). Yields the product O[C@H](C)[C@@H]1[C@@H]2N(C(=C([C@@H]2C)S[C@H]2C[C@H](N(C2)C(=O)OCC2=CC=C(C=C2)[N+](=O)[O-])[C@H](CC(=O)N2CCN(CC2)C(=O)OCC2=CC=C(C=C2)[N+](=O)[O-])O)C(=O)OCC2=CC=C(C=C2)[N+](=O)[O-])C1=O (4-nitrobenzyl (1R,5S,6S)-6-[(1R)-1-hydroxyethyl]-2-[(2S,4S)-2-[(1S)-1-hydroxy-2-[4-(4-nitrobenzyloxycarbonyl)piperazin-1-ylcarbonyl]ethyl]-1-(4-nitrobenzyloxycarbonyl)pyrrolidin-4-ylthio]-1-methyl-1-carbapen-2-em-3-carboxylate). The yield is 75.5%. Reaction SMILES: [OH:1][C@@H:2]([C@H:4]1[C:39](=[O:40])[N:6]2[C:7]([C:26]([O:28][CH2:29][C:30]3[CH:35]=[CH:34][C:33]([N+:36]([O-:38])=[O:37])=[CH:32][CH:31]=3)=[O:27])=[C:8](OP(C3C=CC=CC=3)(C3C=CC=CC=3)=O)[C@H:9]([CH3:10])[C@H:5]12)[CH3:3].[OH:41][C@H:42]([C@@H:65]1[CH2:69][C@H:68]([SH:70])[CH2:67][N:66]1[C:71]([O:73][CH2:74][C:75]1[CH:80]=[CH:79][C:78]([N+:81]([O-:83])=[O:82])=[CH:77][CH:76]=1)=[O:72])[CH2:43][C:44]([N:46]1[CH2:51][CH2:50][N:49]([C:52]([O:54][CH2:55][C:56]2[CH:61]=[CH:60][C:59]([N+:62]([O-:64])=[O:63])=[CH:58][CH:57]=2)=[O:53])[CH2:48][CH2:47]1)=[O:45]>>[OH:1][C@@H:2]([C@H:4]1[C:39](=[O:40])[N:6]2[C:7]([C:26]([O:28][CH2:29][C:30]3[CH:31]=[CH:32][C:33]([N+:36]([O-:38])=[O:37])=[CH:34][CH:35]=3)=[O:27])=[C:8]([S:70][C@@H:68]3[CH2:67][N:66]([C:71]([O:73][CH2:74][C:75]4[CH:80]=[CH:79][C:78]([N+:81]([O-:83])=[O:82])=[CH:77][CH:76]=4)=[O:72])[C@H:65]([C@@H:42]([OH:41])[CH2:43][C:44]([N:46]4[CH2:47][CH2:48][N:49]([C:52]([O:54][CH2:55][C:56]5[CH:57]=[CH:58][C:59]([N+:62]([O-:64])=[O:63])=[CH:60][CH:61]=5)=[O:53])[CH2:50][CH2:51]4)=[O:45])[CH2:69]3)[C@H:9]([CH3:10])[C@H:5]12)[CH3:3]. Reported procedure: By using 4-nitrobenzyl (1R,5R,6S)-6-[(1R)-1-hydroxyethyl]-1-methyl-2-(diphenylphosphoryloxy)-1-carbapen-2-em-3-carboxylate (461.1 mg) and (2S,4S)-2-[(1S)-1-hydroxy-2-[4-(4-nitrobenzyloxycarbonyl)piperazin-1-ylcarbonyl]ethyl]-4-mercapto-1-(4-nitrobenzyloxycarbonyl)pyrrolidine (456.2 mg), reaction and purification were carried out in a similar manner to that described in Example 40-(1), whereby 4-nitrobenzyl (1R,5S,6S)-6-[(1R)-1-hydroxyethyl]-2-[(2S,4S)-2-[(1S)-1-hydroxy-2-[4-(4-nitrobenzyloxycarb... Starting materials: CCO, CCN(C(C)C)C(C)C, O=[N+]([O-])c1cnc2c(ccn2S(=O)(=O)c2ccccc2)c1Cl, NC1CCc2nc[nH]c2C1. The product is O=[N+]([O-])c1cnc2c(ccn2S(=O)(=O)c2ccccc2)c1NC1CCc2nc[nH]c2C1. As a reaction SMILES: [CH3:42][CH2:43][OH:44].[CH:33]([N:34]([CH2:35][CH3:36])[CH:37]([CH3:38])[CH3:39])([CH3:40])[CH3:41].[c:1]1([S:7](=[O:8])(=[O:9])[n:10]2[cH:11][cH:12][c:13]3[c:14]2[n:15][cH:16][c:17]([N+:20](=[O:21])[O-:22])[c:18]3[Cl:19])[cH:2][cH:3][cH:4][cH:5][cH:6]1.[n:23]1[cH:24][nH:25][c:26]2[c:27]1[CH2:28][CH2:29][CH:30]([NH2:32])[CH2:31]2>>[c:1]1([S:7](=[O:8])(=[O:9])[n:10]2[cH:11][cH:12][c:13]3[c:14]2[n:15][cH:16][c:17]([N+:20](=[O:21])[O-:22])[c:18]3[NH:32][CH:30]2[CH2:29][CH2:28][c:27]3[n:23][cH:24][nH:25][c:26]3[CH2:31]2)[cH:2][cH:3][cH:4][cH:5][cH:6]1. Solvent: C(C)O (ethanol). As a reaction SMILES: [C:1]([C:3]1[CH:8]=[CH:7][C:6]([O:9][CH3:10])=[CH:5][C:4]=1[N+:11]([O-])=O)#[N:2].O.O.[Sn](Cl)Cl.C(=O)(O)[O-:20].[Na+].O>C(O)C>[NH2:11][C:4]1[CH:5]=[C:6]([O:9][CH3:10])[CH:7]=[CH:8][C:3]=1[C:1]([NH2:2])=[O:20] |f:1.2.3,4.5|. Reactants: O (water), C(#N)C1=C(C=C(C=C1)OC)[N+](=O)[O-] (4-cyano-3-nitroanisole), O.O.[Sn](Cl)Cl (tin(II) chloride dihydrate), C([O-])(O)=O.[Na+] (sodium bicarbonate), ice. Reported procedure: To a solution of 37.4 g (0.210 mol) of 4-cyano-3-nitroanisole in 500 mL of ethanol was added 221.6 g (0.982 mol) of tin(II) chloride dihydrate. The reaction mixture was stirred and heated under reflux for 1 hour. After cooling to room temperature, the reaction mixture was poured onto ice. Aqueous sodium bicarbonate was added slowly to the ice mixture until the solution reached pH 7-8. Additional water was added to the mixture, which was then extracted with methylene chloride (2×400 mL) and ethyl... Product: NC1=C(C(=O)N)C=CC(=C1)OC (2-Amino-4-methoxybenzamide). RXN SMILES: [Br:1][CH2:2][C:3](=[O:4])[NH:5][c:6]1[c:7]([C:13]([CH3:14])=[O:15])[cH:8][cH:9][cH:10][c:11]1[CH3:12].[CH2:16]([CH3:17])[NH:18][CH2:19][CH3:20].[CH3:22][c:23]1[cH:24][cH:25][cH:26][cH:27][cH:28]1.[ClH:21]>>[CH2:2]([C:3](=[O:4])[NH:5][c:6]1[c:7]([C:13]([CH3:14])=[O:15])[cH:8][cH:9][cH:10][c:11]1[CH3:12])[N:18]([CH2:16][CH3:17])[CH2:19][CH3:20].[ClH:21]. Starting materials: CC(=O)c1cccc(C)c1NC(=O)CBr, CCNCC, Cc1ccccc1, Cl. Yields the product CCN(CC)CC(=O)Nc1c(C)cccc1C(C)=O, Cl.